From a dataset of the Open Reaction Database (ORD), a public repository of structured organic reaction records. describe an organic reaction: reactants, conditions, products, and yield Reaction SMILES: [NH2:1][C:2]1[CH:7]=[C:6]([NH2:8])[CH:5]=[C:4]([CH3:9])[C:3]=1[NH:10][C:11](=O)[CH3:12]>C(O)(=O)C.Cl>[CH3:12][C:11]1[NH:1][C:2]2[CH:7]=[C:6]([NH2:8])[CH:5]=[C:4]([CH3:9])[C:3]=2[N:10]=1. The reactants are NC1=C(C(=CC(=C1)N)C)NC(C)=O (N-(2,4-diamino-6-methyl-phenyl)-acetamide). Product: CC=1NC2=C(N1)C(=CC(=C2)N)C (2,7-dimethyl-benzimidazol-5-ylamine). Procedure: 33.0 g (0.184 mol) N-(2,4-diamino-6-methyl-phenyl)-acetamide were stirred in 400 mL glacial acetic acid for 1.5 h at 100° C. The glacial acetic acid was eliminated i.vac. and the residue remaining was triturated with ether, suction filtered and dried. The free base thus obtained was taken up in methanolic hydrochloric acid and left to stand. The hydrochloride slowly settling out as a precipitate was suction filtered, washed with acetone and dried. The solvent is Cl (hydrochloride), C(C)(=O)O (acetic acid), C(C)(=O)O (acetic acid), Cl (hydrochloric acid).